Task: describe an organic reaction: reactants, conditions, products, and yield. Dataset: the Open Reaction Database (ORD), a public repository of structured organic reaction records The reactants are C(#N)C(=COC)C(=O)OC (1-Cyano-2methoxy-1-methoxycarbonyl-ethene), N1(CCCC1)C=CCCCC (1-pyrrolidino-hexene). Run in O1CCCC1 (tetrahydrofuran), O1CCCC1 (tetrahydrofuran). Reaction conditions: time 1 hour. Yields the product C(#N)C(=CC1=C(CCCC1)N1CCCC1)C(=O)OC (1-cyano-1-methoxycarbonyl-2-(2-pyrrolidino-cyclohexenyl)-ethene). Isolated yield 60.8%. Reaction SMILES: [C:1]([C:3]([C:7]([O:9][CH3:10])=[O:8])=[CH:4]OC)#[N:2].[N:11]1([CH:16]=[CH:17][CH2:18][CH2:19][CH2:20][CH3:21])[CH2:15][CH2:14][CH2:13][CH2:12]1>O1CCCC1>[C:1]([C:3]([C:7]([O:9][CH3:10])=[O:8])=[CH:4][C:17]1[CH2:18][CH2:19][CH2:20][CH2:21][C:16]=1[N:11]1[CH2:15][CH2:14][CH2:13][CH2:12]1)#[N:2]. Reported procedure: 1-Cyano-2methoxy-1-methoxycarbonyl-ethene (8.5 g, 0.06 mol) in tetrahydrofuran (60 ml) was chilled to -25° C. At this temperature, a solution of 1-pyrrolidino-hexene (9.1 g, 0.06 mol) in tetrahydrofuran (30 ml) was added dropwise. Cooling was then stopped and the reaction mixture was allowed to warm up to room temperature. The solution was then stirred for 1 hour and then evaporated. The resulting gum was triturated with isopropanol and the resulting solid material collected by vacuum filtration... The reactants are O1C2=C1CCC2 (epoxycyclopentene), CC=1C(=NC(NC1)=O)N1N=CN=C1 (5-methyl-4-(1,2,4-triazol-1-yl)pyrimidin-2(1H)-one). Reagents/catalysts: [Pd] (palladium(0)). Run in O1CCCC1 (tetrahydrofuran), CS(=O)C (dimethylsulfoxide). Run at time 12 hour. Yields the product OC1C=CC(C1)N1C(N=C(C(=C1)C)N1N=CN=C1)=O (1-[(1RS,4SR)-4-hydroxy-cyclopent-2-en-1-yl]-5-methyl-4-(1,2,4-triazol-1-yl)-pyrimidin-2(1H)-one). The yield is 25.8%. Reaction SMILES: [O:1]1[C:3]2[CH2:4][CH2:5][CH2:6][C:2]1=2.[CH3:7][C:8]1[C:9]([N:15]2[CH:19]=[N:18][CH:17]=[N:16]2)=[N:10][C:11](=[O:14])[NH:12][CH:13]=1>O1CCCC1.CS(C)=O.[Pd]>[OH:1][CH:3]1[CH2:4][CH:5]([N:12]2[CH:13]=[C:8]([CH3:7])[C:9]([N:15]3[CH:19]=[N:18][CH:17]=[N:16]3)=[N:10][C:11]2=[O:14])[CH:6]=[CH:2]1. Procedure: The equivalent amount of epoxycyclopentene is slowly added at 0° C. to 3.54 g (0.020 mol) of 5-methyl-4-(1,2,4-triazol-1-yl)pyrimidin-2(1H)-one (prepared by reaction of thymine with 1,2,4-triazole/POCl3 /triethylamine) in a mixture of 40 ml of dry tetrahydrofuran and 20 ml of dry dimethylsulfoxide with 5 mol % of the palladium(0) catalyst prepared in situ as above, and the reaction mixture is stirred at room temperature for 12 hours. The resulting suspension is filtered, the filtrate is concentr... Reactants: [I-], [K+], O=N[O-], Nc1ccc2c(c1)[nH]c(=O)c(=O)n2CP(=O)(O)O, N, [Na+], O, O=S(=O)(O)O. Yields the product O=c1[nH]c2cc(I)ccc2n(CP(=O)(O)O)c1=O. Reaction SMILES: [I-:29].[K+:28].[N:24]([O-:25])=[O:26].[NH2:1][c:2]1[cH:3][c:4]2[nH:5][c:6](=[O:18])[c:7](=[O:17])[n:8]([CH2:12][P:13]([OH:14])(=[O:15])[OH:16])[c:9]2[cH:10][cH:11]1.[NH3:30].[Na+:27].[OH2:31].[S:19](=[O:20])(=[O:21])([OH:22])[OH:23]>>[c:2]1([I:29])[cH:3][c:4]2[nH:5][c:6](=[O:18])[c:7](=[O:17])[n:8]([CH2:12][P:13]([OH:14])(=[O:15])[OH:16])[c:9]2[cH:10][cH:11]1. Reaction SMILES: [C:1]1([N:7]2[C:11](=[O:12])[CH2:10][S:9][C:8]2=[S:13])[CH:6]=[CH:5][CH:4]=[CH:3][CH:2]=1.[CH2:14]([O:16][C:17](OCC)(OCC)[CH2:18][CH3:19])[CH3:15].C(OC(=O)C)(=O)C>>[CH2:14]([O:16][C:17](=[C:10]1[S:9][C:8](=[S:13])[N:7]([C:1]2[CH:2]=[CH:3][CH:4]=[CH:5][CH:6]=2)[C:11]1=[O:12])[CH2:18][CH3:19])[CH3:15]. Product: C(C)OC(CC)=C1C(N(C(S1)=S)C1=CC=CC=C1)=O (5-(1'-ethoxypropylidene)-3-phenylrhodanine). Procedure: A mixture of 8.4 g. (0.04 m.) of 3-phenylrhodanine, 21 g. (0.12 m.) of triethylorthopropionate and 80 ml. of acetic anhydride is heated under reflux for six hours, cooled and filtered. The solid is washed with 50% aqueous acetic acid to afford 5-(1'-ethoxypropylidene)-3-phenylrhodanine, m.p. 178°-181°C. The reactants are C1(=CC=CC=C1)N1C(SCC1=O)=S (3-phenylrhodanine), C(C)OC(CC)(OCC)OCC (triethylorthopropionate), C(C)(=O)OC(C)=O (acetic anhydride). Product: N#Cc1cc(F)ccc1CCc1ccc(F)cc1. Reactants: COCCOC, N#Cc1cc(F)ccc1C=Cc1ccc(F)cc1. Reaction SMILES: [CH3:19][O:20][CH2:21][CH2:22][O:23][CH3:24].[F:1][c:2]1[cH:3][cH:4][c:5]([CH:8]=[CH:9][c:10]2[c:11]([C:12]#[N:13])[cH:14][c:15]([F:18])[cH:16][cH:17]2)[cH:6][cH:7]1>>[F:1][c:2]1[cH:3][cH:4][c:5]([CH2:8][CH2:9][c:10]2[c:11]([C:12]#[N:13])[cH:14][c:15]([F:18])[cH:16][cH:17]2)[cH:6][cH:7]1. The reactants are [Ag+2], [Ag+], F[B-](F)(F)F, O=C([O-])[O-], COC(=O)C(CC1CCC(O)C1)c1ccc(Cl)c(Cl)c1, CC#N, CI. Yields the product COC(=O)C(CC1CCC(OC)C1)c1ccc(Cl)c(Cl)c1. Reaction SMILES: [Ag+2:30].[Ag+:36].[B-:31]([F:32])([F:33])([F:34])[F:35].[C:26](=[O:27])([O-:28])[O-:29].[CH3:1][O:2][C:3]([CH:4]([CH2:5][CH:6]1[CH2:7][CH:8]([OH:11])[CH2:9][CH2:10]1)[c:12]1[cH:13][c:14]([Cl:19])[c:15]([Cl:18])[cH:16][cH:17]1)=[O:20].[CH3:23][C:24]#[N:25].[I:21][CH3:22]>>[CH3:1][O:2][C:3]([CH:4]([CH2:5][CH:6]1[CH2:7][CH:8]([O:11][CH3:22])[CH2:9][CH2:10]1)[c:12]1[cH:13][c:14]([Cl:19])[c:15]([Cl:18])[cH:16][cH:17]1)=[O:20]. Starting materials: O=C(Cl)CCCBr, Nc1cc(Br)ccc1F, Cc1ccccc1. Product: O=C(CCCBr)Nc1cc(Br)ccc1F. RXN SMILES: [Br:10][CH2:11][CH2:12][CH2:13][C:14](=[O:15])[Cl:16].[Br:1][c:2]1[cH:3][cH:4][c:5]([F:9])[c:6]([NH2:7])[cH:8]1.[CH3:17][c:18]1[cH:19][cH:20][cH:21][cH:22][cH:23]1>>[Br:1][c:2]1[cH:3][cH:4][c:5]([F:9])[c:6]([NH:7][C:14]([CH2:13][CH2:12][CH2:11][Br:10])=[O:15])[cH:8]1.